From a dataset of the Open Reaction Database (ORD), a public repository of structured organic reaction records. describe an organic reaction: reactants, conditions, products, and yield Reactants: CC=1N(C=2C(=NC=C(C2)C=2C=CC3=C(CNCCO3)C2)N1)C(=O)OCC(C)C (2-methylpropyl 2-methyl-6-(2,3,4,5-tetrahydro-1,4-benzoxazepin-7-yl)-1H-imidazo[4,5-b]pyridine-1-carboxylate), ClC1=NC(=NC=2CCC(CC12)(C)C)CN(C(OCC1=CC=CC=C1)=O)CCF (benzyl (4-chloro-6,6-dimethyl-5,6,7,8-tetrahydroquinazolin-2-yl)methyl(2-fluoroethyl)carbamate). Product: CC1(CC=2C(=NC(=NC2CC1)CNCCF)N1CCOC2=C(C1)C=C(C=C2)C=2C=C1C(=NC2)N=C(N1)C)C (N-({6,6-dimethyl-4-[7-(2-methyl-1H-imidazo[4,5-b]pyridin-6-yl)-2,3-dihydro-1,4-benzoxazepin-4(5H)-yl]-5,6,7,8-tetrahydroquinazolin-2-yl}methyl)-2-fluoroethanamine). RXN SMILES: [CH3:1][C:2]1[N:3](C(OCC(C)C)=O)[C:4]2[C:5]([N:21]=1)=[N:6][CH:7]=[C:8]([C:10]1[CH:11]=[CH:12][C:13]3[O:19][CH2:18][CH2:17][NH:16][CH2:15][C:14]=3[CH:20]=1)[CH:9]=2.Cl[C:30]1[C:39]2[CH2:38][C:37]([CH3:41])([CH3:40])[CH2:36][CH2:35][C:34]=2[N:33]=[C:32]([CH2:42][N:43]([CH2:54][CH2:55][F:56])C(=O)OCC2C=CC=CC=2)[N:31]=1>>[CH3:40][C:37]1([CH3:41])[CH2:36][CH2:35][C:34]2[N:33]=[C:32]([CH2:42][NH:43][CH2:54][CH2:55][F:56])[N:31]=[C:30]([N:16]3[CH2:15][C:14]4[CH:20]=[C:10]([C:8]5[CH:9]=[C:4]6[NH:3][C:2]([CH3:1])=[N:21][C:5]6=[N:6][CH:7]=5)[CH:11]=[CH:12][C:13]=4[O:19][CH2:18][CH2:17]3)[C:39]=2[CH2:38]1. Reported procedure: Prepared by the method of example 6 using 2-methylpropyl 2-methyl-6-(2,3,4,5-tetrahydro-1,4-benzoxazepin-7-yl)-1H-imidazo[4,5-b]pyridine-1-carboxylate and benzyl (4-chloro-6,6-dimethyl-5,6,7,8-tetrahydroquinazolin-2-yl)methyl(2-fluoroethyl)carbamate (reagent preparation 17) in step 3 followed by Cbz deprotection. 1H NMR (400 MHz, DMSO-d6) δ 12.83 (s, 0.5H), 12.55 (s, 0.5H), 8.57 (d, 0.5H), 8.49 (d, 0.5H), 8.09 (d, 0.5H), 7.97 (d, 0.5H), 7.73 (d, 1H), 7.54 (dd, 1H), 7.03 (dd, 1H), 4.68 (s, 2H), 4... The reactants are Brc1ccc(Br)nc1, CCOC(=O)C(C)(C)Oc1ccc(CCNCc2ccc(C(F)(F)F)cc2)cc1, CCN(C(C)C)C(C)C, C1COCCO1. The product is CCOC(=O)C(C)(C)Oc1ccc(CCN(Cc2ccc(C(F)(F)F)cc2)c2ccc(Br)cn2)cc1. Reaction SMILES: [Br:30][c:31]1[n:32][cH:33][c:34]([Br:37])[cH:35][cH:36]1.[CH3:1][C:2]([C:3](=[O:4])[O:5][CH2:6][CH3:7])([CH3:8])[O:9][c:10]1[cH:11][cH:12][c:13]([CH2:16][CH2:17][NH:18][CH2:19][c:20]2[cH:21][cH:22][c:23]([C:26]([F:27])([F:28])[F:29])[cH:24][cH:25]2)[cH:14][cH:15]1.[CH:38]([N:39]([CH2:40][CH3:41])[CH:42]([CH3:43])[CH3:44])([CH3:45])[CH3:46].[O:47]1[CH2:48][CH2:49][O:50][CH2:51][CH2:52]1>>[CH3:1][C:2]([C:3](=[O:4])[O:5][CH2:6][CH3:7])([CH3:8])[O:9][c:10]1[cH:11][cH:12][c:13]([CH2:16][CH2:17][N:18]([CH2:19][c:20]2[cH:21][cH:22][c:23]([C:26]([F:27])([F:28])[F:29])[cH:24][cH:25]2)[c:31]2[n:32][cH:33][c:34]([Br:37])[cH:35][cH:36]2)[cH:14][cH:15]1. The reactants are ClC=1C=C(C(=O)OC(C)(C)C)C=CN1 (tert-butyl 2-chloroisonicotinate), C(C)N(CCCN)CC (3-diethylamino-1-propylamine), C([O-])([O-])=O.[K+].[K+] (potassium carbonate), C1COCCOCCOCCOCCOCCO1 (18-crown-6). The product is C(C)N(CC)CCCNC=1C=C(C(=O)OC(C)(C)C)C=CN1 (tert-Butyl 2-(3-(N,N-diethylamino)prop-1-ylamino)-isonicotinate). Solvent: C(C)N(CC)CC (triethylamine), C1(=CC=CC=C1)C.O1CCCC1.CO (toluene tetrahydro-furan methanol). Reaction SMILES: Cl[C:2]1[CH:3]=[C:4]([CH:12]=[CH:13][N:14]=1)[C:5]([O:7][C:8]([CH3:11])([CH3:10])[CH3:9])=[O:6].[CH2:15]([N:17]([CH2:22][CH3:23])[CH2:18][CH2:19][CH2:20][NH2:21])[CH3:16].C(=O)([O-])[O-].[K+].[K+].C1OCCOCCOCCOCCOCCOC1>C(N(CC)CC)C.C1(C)C=CC=CC=1.O1CCCC1.CO>[CH2:15]([N:17]([CH2:18][CH2:19][CH2:20][NH:21][C:2]1[CH:3]=[C:4]([CH:12]=[CH:13][N:14]=1)[C:5]([O:7][C:8]([CH3:11])([CH3:10])[CH3:9])=[O:6])[CH2:22][CH3:23])[CH3:16] |f:2.3.4,7.8.9|. Procedure: 1.02 g (4.77 mmol) of tert-butyl 2-chloroisonicotinate, 5 ml of 3-diethylamino-1-propylamine, 0.66 g (4.77 mmol) of potassium carbonate, a spatula tip of Cu powder and a spatula tip of 18-crown-6 were refluxed for 4 hours. Flash chromatography of the reaction mixture (toluene/tetrahydro-furan/methanol, 4/1/1+2.5% triethylamine) resulted in 0.69 g of pale brown oil. Starting materials: ClCCl (dichloromethane), C(C=C)Cl (allyl chloride), OC=1C=C(OC2=NC(=CC=C2)OC2=CC(=CC=C2)O)C=CC1 (2,6-bis-(3-hydroxyphenoxy)-pyridine), [OH-].[Na+] (sodium hydroxide), C(CC)O (n-propanol). Product: C(C=C)OC=1C=C(OC2=NC(=CC=C2)OC2=CC(=CC=C2)OCC=C)C=CC1 (2,6-bis-(3-allyloxyphenoxy)-pyridine). Isolated yield 90.0%. Reaction SMILES: [CH2:1](Cl)[CH:2]=[CH2:3].[OH:5][C:6]1[CH:7]=[C:8]([CH:24]=[CH:25][CH:26]=1)[O:9][C:10]1[CH:15]=[CH:14][CH:13]=[C:12]([O:16][C:17]2[CH:22]=[CH:21][CH:20]=[C:19]([OH:23])[CH:18]=2)[N:11]=1.[OH-].[Na+].ClCCl.[CH2:32](O)[CH2:33][CH3:34]>>[CH2:1]([O:5][C:6]1[CH:7]=[C:8]([CH:24]=[CH:25][CH:26]=1)[O:9][C:10]1[CH:15]=[CH:14][CH:13]=[C:12]([O:16][C:17]2[CH:22]=[CH:21][CH:20]=[C:19]([O:23][CH2:34][CH:33]=[CH2:32])[CH:18]=2)[N:11]=1)[CH:2]=[CH2:3] |f:2.3|. Reported procedure: 59.7 g allyl chloride were added dropwise at 95° C. to a solution of 87.9 g of 2,6-bis-(3-hydroxyphenoxy)-pyridine (prepared according to DE-A 19 34 889 from 2,6-dichloropyridine and 2 moles of resorcinol; colorless crystals of melting point 188° C.) and 26.4 g of sodium hydroxide in 500 ml of n-propanol. The mixture was refluxed for a further 10 hours and then cooled to room temperature, after which 500 ml of dichloromethane were added and the precipitated sodium chloride was filtered off. Afte... The reactants are S(=O)(=O)(O)[O-].[K+] (Potassium hydrogen sulphate), OC1=C(C=CC=C1)C=1OC2=C(C(N1)=O)C=CC=C2 (2-(2-hydroxyphenyl)benz[e][1,3]oxazin-4-one), N(N)C1=CC=C(C(=O)O)C=C1 (4-Hydrazino benzoic acid), C(C)O (Ethanol). The solvent is O (Water). Run at temperature 72.5 celsius, time 45 minute. Yields the product C=1C=CC(=C(C1)C=2N=C(N(N2)C=3C=CC(=CC3)C(=O)O)C=4C=CC=CC4O)O (Deferasirox). As a reaction SMILES: [OH:1][C:2]1[CH:7]=[CH:6][CH:5]=[CH:4][C:3]=1[C:8]1[O:9][C:10]2[CH:18]=[CH:17][CH:16]=[CH:15][C:11]=2[C:12](=O)[N:13]=1.[NH:19]([C:21]1[CH:29]=[CH:28][C:24]([C:25]([OH:27])=[O:26])=[CH:23][CH:22]=1)[NH2:20].C(O)C.S([O-])(O)(=O)=O.[K+]>O>[CH:16]1[CH:17]=[CH:18][C:10]([OH:9])=[C:11]([C:12]2[N:13]=[C:8]([C:3]3[CH:4]=[CH:5][CH:6]=[CH:7][C:2]=3[OH:1])[N:19]([C:21]3[CH:29]=[CH:28][C:24]([C:25]([OH:27])=[O:26])=[CH:23][CH:22]=3)[N:20]=2)[CH:15]=1 |f:3.4|. Reported procedure: 2-(2-hydroxyphenyl)benz[e][1,3]oxazin-4-one (1.0 kg) and 4-Hydrazino benzoic acid (0.699 kg), Ethanol (9.0 lit), Water (1.0 lit) was stirred at 25-35° C. in round bottom flask. Followed by addition of Potassium hydrogen sulphate (0.15 kg) into the reaction mass and heated the reaction mass at 70-75° C. for two hrs. Cooled the reaction mass at 25-30° C. and stirred for 45 minutes. Filtered off the solid and washed with ethanol. Obtained solid and water (1.0 lit) stirred at 25-30° C. for 15 minute... Starting materials: ClC1=NC=CC=2N1N=CN2 (5-chloro[1,2,4]triazolo[1,5-c]pyrimidine), O.NN (hydrazine monohydrate). Run in C(C)O (ethanol), C(C)O (ethanol). Reaction conditions: time 1.5 hour. Product: N(N)C1=NC=CC=2N1N=CN2 (5-Hydrazino[1,2,4]triazolo[1,5-c]pyrimidine). RXN SMILES: Cl[C:2]1[N:7]2[N:8]=[CH:9][N:10]=[C:6]2[CH:5]=[CH:4][N:3]=1.O.[NH2:12][NH2:13]>C(O)C>[NH:12]([C:2]1[N:7]2[N:8]=[CH:9][N:10]=[C:6]2[CH:5]=[CH:4][N:3]=1)[NH2:13] |f:1.2|. Reported procedure: A solution of 155 mg (1 mmol) of 5-chloro[1,2,4]triazolo[1,5-c]pyrimidine [D. J. Brown and K. Shinozuka, Aust. J. Chem., 33, 1147 (1980)] in 6 mL of dry ethanol was added gradually to a vigorously stirred solution of 198 mg (204 mg, 4 mmol) of hydrazine monohydrate in 2 mL of dry ethanol. A white precipitate separated during the addition. After 1.5 h, the solid was collected on a filter. It was suspended in 2 mL of concentrated ammonium hydroxide and agitated for a few minutes. The solid was the... Starting materials: NC1=C(C(=NC(=C1)C=1C=NC(=CC1)O)C(=O)OC)Cl (Methyl 4-amino-3-chloro-6-(6-hydroxy-3-pyridinyl)pyridine-2-carboxylate), ClP(C1=CC=CC=C1)Cl (dichlorophenylphosphine). Reaction conditions: temperature 50 celsius. Product: NC1=C(C(=NC(=C1)C=1C=NC(=CC1)Cl)C(=O)OC)Cl (methyl 4-amino-3-chloro-6-(6-chloro-3-pyridinyl)pyridine-2-carboxylate). Yield: 34.6%. As a reaction SMILES: [NH2:1][C:2]1[CH:7]=[C:6]([C:8]2[CH:9]=[N:10][C:11](O)=[CH:12][CH:13]=2)[N:5]=[C:4]([C:15]([O:17][CH3:18])=[O:16])[C:3]=1[Cl:19].[Cl:20]P(Cl)C1C=CC=CC=1>>[NH2:1][C:2]1[CH:7]=[C:6]([C:8]2[CH:9]=[N:10][C:11]([Cl:20])=[CH:12][CH:13]=2)[N:5]=[C:4]([C:15]([O:17][CH3:18])=[O:16])[C:3]=1[Cl:19]. Procedure details: Methyl 4-amino-3-chloro-6-(6-hydroxy-3-pyridinyl)pyridine-2-carboxylate (0.30 g, 1.07 mmol) was suspended in neat dichlorophenylphosphine (2.5 mL, 1.84 mmol) and the mixture was heated to 50° C. for 1 hr. The volatiles were removed in vacuo and the residue purified by column chromatography (1:1, Hexanes/EtOAc) to give of methyl 4-amino-3-chloro-6-(6-chloro-3-pyridinyl)pyridine-2-carboxylate (0.11 g, 0.37 mmol).